From a dataset of the Open Reaction Database (ORD), a public repository of structured organic reaction records. describe an organic reaction: reactants, conditions, products, and yield Reactants: Cl (HCl), [OH-].[K+] (potassium hydroxide), COC(=O)C1C(CCC1)C(=O)OC (Cyclopentane-1,2-dicarboxylic acid dimethyl ester). The solvent is O (water), CO (methanol), O (water), CO (methanol), O (water). Conditions: temperature 75 celsius. Product: COC(=O)C1C(CCC1)C(=O)O (cyclopentane-1,2-dicarboxylic acid monomethyl ester). As a reaction SMILES: [CH3:1][O:2][C:3]([CH:5]1[CH2:9][CH2:8][CH2:7][CH:6]1[C:10]([O:12]C)=[O:11])=[O:4].[OH-].[K+].Cl>CO.O>[CH3:1][O:2][C:3]([CH:5]1[CH2:9][CH2:8][CH2:7][CH:6]1[C:10]([OH:12])=[O:11])=[O:4] |f:1.2|. Procedure: Cyclopentane-1,2-dicarboxylic acid dimethyl ester (2.50 g, 13.4 mmol) was dissolved in methanol (2.5 mL) and a solution of potassium hydroxide (85% purity) (920 mg, 13.9 mmol) in methanol (4.0 mL) and water (0.5 mL) in a 25 mL round bottom flask. The reaction mixture was heated at 75° C. for 4 h. The reaction mixture was cooled to 0° C. and acidified to pH 2 with 2M HCl in water. The reaction mixture was diluted with water (100 mL) and extracted with ether. The organic layer was dried over anhyd... Reactants: CCOC(=O)c1cccc2nc(N3CCC(NC(=O)c4nc(Cl)c(CC)[nH]4)C(OC(C)C)C3)sc12, [Li+], C1CCOC1, [OH-], O, O. The product is CCc1[nH]c(C(=O)NC2CCN(c3nc4cccc(C(=O)O)c4s3)CC2OC(C)C)nc1Cl. RXN SMILES: [Cl:1][c:2]1[n:3][c:4]([C:9](=[O:10])[NH:11][CH:12]2[CH:13]([O:32][CH:33]([CH3:34])[CH3:35])[CH2:14][N:15]([c:18]3[s:19][c:20]4[c:21]([n:22]3)[cH:23][cH:24][cH:25][c:26]4[C:27](=[O:28])[O:29][CH2:30][CH3:31])[CH2:16][CH2:17]2)[nH:5][c:6]1[CH2:7][CH3:8].[Li+:38].[O:40]1[CH2:41][CH2:42][CH2:43][CH2:44]1.[OH-:37].[OH2:36].[OH2:39]>>[Cl:1][c:2]1[n:3][c:4]([C:9](=[O:10])[NH:11][CH:12]2[CH:13]([O:32][CH:33]([CH3:34])[CH3:35])[CH2:14][N:15]([c:18]3[s:19][c:20]4[c:21]([n:22]3)[cH:23][cH:24][cH:25][c:26]4[C:27](=[O:28])[OH:29])[CH2:16][CH2:17]2)[nH:5][c:6]1[CH2:7][CH3:8]. The reactants are CO, CCCc1c(C(=O)NC2CCCCC2)cnn1-c1ccc(C(=O)OCC)cc1, [Na+], [OH-]. The product is CCCc1c(C(=O)NC2CCCCC2)cnn1-c1ccc(C(=O)O)cc1. Reaction SMILES: [CH3:31][OH:32].[CH:1]1([NH:7][C:8](=[O:9])[c:10]2[cH:11][n:12][n:13](-[c:18]3[cH:19][cH:20][c:21]([C:22](=[O:23])[O:24][CH2:25][CH3:26])[cH:27][cH:28]3)[c:14]2[CH2:15][CH2:16][CH3:17])[CH2:2][CH2:3][CH2:4][CH2:5][CH2:6]1.[Na+:30].[OH-:29]>>[CH:1]1([NH:7][C:8](=[O:9])[c:10]2[cH:11][n:12][n:13](-[c:18]3[cH:19][cH:20][c:21]([C:22](=[O:23])[OH:24])[cH:27][cH:28]3)[c:14]2[CH2:15][CH2:16][CH3:17])[CH2:2][CH2:3][CH2:4][CH2:5][CH2:6]1. Starting materials: ClC=1C=C2CC(NC2=CC1)=O (5-Chloro-1,3-dihydroindol-2-one), C(=O)C=1NC(=CC1CCC(=O)O)C (3-(2-formyl-5-methyl-1H-pyrrol-3-yl)-propionic acid). Product: ClC=1C=C2C(C(NC2=CC1)=O)=CC=1NC(=CC1CCC(=O)O)C (3-[2-(5-Chloro-2-oxo-1,2-dihydroindol-3-ylidenemethyl)-5-methyl-1H-pyrrol-3-yl]propionic acid). RXN SMILES: [Cl:1][C:2]1[CH:3]=[C:4]2[C:8](=[CH:9][CH:10]=1)[NH:7][C:6](=[O:11])[CH2:5]2.[CH:12]([C:14]1[NH:15][C:16]([CH3:24])=[CH:17][C:18]=1[CH2:19][CH2:20][C:21]([OH:23])=[O:22])=O>>[Cl:1][C:2]1[CH:3]=[C:4]2[C:8](=[CH:9][CH:10]=1)[NH:7][C:6](=[O:11])[C:5]2=[CH:12][C:14]1[NH:15][C:16]([CH3:24])=[CH:17][C:18]=1[CH2:19][CH2:20][C:21]([OH:23])=[O:22]. Procedure: 5-Chloro-1,3-dihydroindol-2-one (61 mg, 0.36 mmol) was condensed with 3-(2-formyl-5-methyl-1H-pyrrol-3-yl)-propionic acid (66 mg) to give the title compound. Reactants: O=C(N1C=CC=2C=C(C=CC21)C)C(C)(C)C. The reagents and catalysts are BrB(Br)Br, OC(C)(C)C(O)(C)C. Reaction conditions: temperature 25 celsius, time 16 hour. Product: O=C(N1C=CC=2C=C(C=C(B3OC(C)(C)C(O3)(C)C)C21)C)C(C)(C)C. Yield: 74.0%.